This data is from the Open Reaction Database (ORD), a public repository of structured organic reaction records. The task is: describe an organic reaction: reactants, conditions, products, and yield The reactants are resultant mixture, C([O-])([O-])=O.[K+].[K+] (potassium carbonate), CN(C1CCC(CC1)=O)C (4-dimethylaminocyclohexanone), Cl.BrC1=CC=C(C=C1)NN (4-bromophenyl-hydrazine hydrochloride), N1=CC=CC=C1 (pyridine). Solvent: C(C)O (ethanol). Conditions: time 18 hour. Yields the product BrC1=CC=C(C=C1)NN=C1CCC(CC1)N(C)C (4-dimethylaminocyclohexanone 4-bromophenylhydrazone). Isolated yield 86.7%. Reaction SMILES: [CH3:1][N:2]([CH3:10])[CH:3]1[CH2:8][CH2:7][C:6](=O)[CH2:5][CH2:4]1.Cl.[Br:12][C:13]1[CH:18]=[CH:17][C:16]([NH:19][NH2:20])=[CH:15][CH:14]=1.N1C=CC=CC=1.C(=O)([O-])[O-].[K+].[K+]>C(O)C>[Br:12][C:13]1[CH:18]=[CH:17][C:16]([NH:19][N:20]=[C:6]2[CH2:7][CH2:8][CH:3]([N:2]([CH3:10])[CH3:1])[CH2:4][CH2:5]2)=[CH:15][CH:14]=1 |f:1.2,4.5.6|. Procedure details: To a mixture of 6.0 gm (42.0 mMol) 4-dimethylaminocyclohexanone and 9.5 gm (42.0 mMol) 4-bromophenyl-hydrazine hydrochloride in 100 mL ethanol were added 3.4 mL (42 mMol) pyridine. The resultant mixture was then heated at reflux for 2 hours and then stirred at ambient temperature for 18 hours. The reaction mixture was then treated with aqueous potassium carbonate and extracted well with dichloromethane. The organic phases were combined, dried over sodium sulfate and concentrated under reduced pr... Reactants: COC(=O)c1cc2cc(-c3ccccc3)n(Cc3ccccc3)c2s1, CC(=O)OC(C)=O, CC(=O)O, [NH4+], O=C1CCCCC1, [OH-], O=P(O)(O)O. The product is COC(=O)c1cc2c(C3=CCCCC3)c(-c3ccccc3)n(Cc3ccccc3)c2s1. Reaction SMILES: [CH2:1]([c:2]1[cH:3][cH:4][cH:5][cH:6][cH:7]1)[n:8]1[c:9]2[c:10]([cH:11][c:12]1-[c:13]1[cH:14][cH:15][cH:16][cH:17][cH:18]1)[cH:19][c:20]([C:22](=[O:23])[O:24][CH3:25])[s:21]2.[CH3:26][C:27]([O:28][C:29](=[O:30])[CH3:31])=[O:32].[CH3:47][C:48](=[O:49])[OH:50].[NH4+:45].[O:33]=[C:34]1[CH2:35][CH2:36][CH2:37][CH2:38][CH2:39]1.[OH-:46].[P:40](=[O:41])([OH:42])([OH:43])[OH:44]>>[CH2:1]([c:2]1[cH:3][cH:4][cH:5][cH:6][cH:7]1)[n:8]1[c:9]2[c:10]([c:11]([C:34]3=[CH:35][CH2:36][CH2:37][CH2:38][CH2:39]3)[c:12]1-[c:13]1[cH:14][cH:15][cH:16][cH:17][cH:18]1)[cH:19][c:20]([C:22](=[O:23])[O:24][CH3:25])[s:21]2. Reactants: ClC1=CC=C(C=N1)C1=C(N=C2N1N=CC=C2N2CCOCC2)CC(=O)OCC (Ethyl 2-(3-(6-chloropyridin-3-yl)-8-morpholinoimidazo[1,2-b]pyridazin-2-yl)acetate), C(C)(C)(C)OC(=O)N1CCNCC1 (1-(tert-butoxycarbonyl)piperazine), C(=O)([O-])[O-].[K+].[K+] (K2CO3), Cu. Run at temperature 130 celsius, time 3 day. Yields the product C(C)OC(CC=1N=C2N(N=CC=C2N2CCOCC2)C1C=1C=CC(=NC1)N1CCN(CC1)C(=O)OC(C)(C)C)=O (tert-Butyl 4-(5-(2-(2-ethoxy-2-oxoethyl)-8-morpholinoimidazo[1,2-b]pyridazin-3-yl)pyridin-2-yl)piperazine-1-carboxylate). As a reaction SMILES: Cl[C:2]1[N:7]=[CH:6][C:5]([C:8]2[N:12]3[N:13]=[CH:14][CH:15]=[C:16]([N:17]4[CH2:22][CH2:21][O:20][CH2:19][CH2:18]4)[C:11]3=[N:10][C:9]=2[CH2:23][C:24]([O:26][CH2:27][CH3:28])=[O:25])=[CH:4][CH:3]=1.C([O-])([O-])=O.[K+].[K+].[C:35]([O:39][C:40]([N:42]1[CH2:47][CH2:46][NH:45][CH2:44][CH2:43]1)=[O:41])([CH3:38])([CH3:37])[CH3:36]>>[CH2:27]([O:26][C:24](=[O:25])[CH2:23][C:9]1[N:10]=[C:11]2[C:16]([N:17]3[CH2:22][CH2:21][O:20][CH2:19][CH2:18]3)=[CH:15][CH:14]=[N:13][N:12]2[C:8]=1[C:5]1[CH:4]=[CH:3][C:2]([N:45]2[CH2:44][CH2:43][N:42]([C:40]([O:39][C:35]([CH3:38])([CH3:37])[CH3:36])=[O:41])[CH2:47][CH2:46]2)=[N:7][CH:6]=1)[CH3:28] |f:1.2.3|. Reported procedure: Compound 28d (854 mg, 2.13 mmol), K2CO3 (323 mg, 2.34 mmol), Cu powder (27.0 mg, 0.425 mmol), and 1-(tert-butoxycarbonyl)piperazine (435 mg, 2.34 mmol) were placed in a 40 mL vial equipped with a stir bar. The vessel was evacuated and backflushed with argon and then dry DMF (4 mL) was added via syringe. The reaction was heated to 130° C. and stirred for 3 d. The solvent was removed under reduced pressure and then the residue was partitioned between water (50 mL) and DCM (70 mL). The organic phas... Starting materials: CC(C)(C)OC(=O)N1CCC(C(=O)N2CCCNCC2)CC1, O=C1CCC1, CC(=O)O[BH-](OC(C)=O)OC(C)=O, ClCCl, [Na+]. The product is CC(C)(C)OC(=O)N1CCC(C(=O)N2CCCN(C3CCC3)CC2)CC1. As a reaction SMILES: [C:1]([CH3:2])([CH3:3])([CH3:4])[O:5][C:6](=[O:7])[N:8]1[CH2:9][CH2:10][CH:11]([C:14](=[O:15])[N:16]2[CH2:17][CH2:18][NH:19][CH2:20][CH2:21][CH2:22]2)[CH2:12][CH2:13]1.[C:23]1(=[O:27])[CH2:24][CH2:25][CH2:26]1.[C:28]([O:29][BH-:30]([O:31][C:32](=[O:33])[CH3:34])[O:35][C:36](=[O:37])[CH3:38])(=[O:39])[CH3:40].[Cl:42][CH2:43][Cl:44].[Na+:41]>>[C:1]([CH3:2])([CH3:3])([CH3:4])[O:5][C:6](=[O:7])[N:8]1[CH2:9][CH2:10][CH:11]([C:14](=[O:15])[N:16]2[CH2:17][CH2:18][N:19]([CH:23]3[CH2:24][CH2:25][CH2:26]3)[CH2:20][CH2:21][CH2:22]2)[CH2:12][CH2:13]1.